Dataset: the Open Reaction Database (ORD), a public repository of structured organic reaction records. Task: describe an organic reaction: reactants, conditions, products, and yield The reactants are Cc1nc(S(C)(=O)=O)nc(-c2cc(Cl)cc(Cl)c2)c1C(=O)NCCCc1ccccc1, [H-], [Na+], CN(C)C=O, Oc1ccccc1. Yields the product Cc1nc(Oc2ccccc2)nc(-c2cc(Cl)cc(Cl)c2)c1C(=O)NCCCc1ccccc1. RXN SMILES: [Cl:10][c:11]1[cH:12][c:13](-[c:18]2[n:19][c:20]([S:37]([CH3:38])(=[O:39])=[O:40])[n:21][c:22]([CH3:36])[c:23]2[C:24](=[O:25])[NH:26][CH2:27][CH2:28][CH2:29][c:30]2[cH:31][cH:32][cH:33][cH:34][cH:35]2)[cH:14][c:15]([Cl:17])[cH:16]1.[H-:8].[Na+:9].[O:41]=[CH:42][N:43]([CH3:44])[CH3:45].[OH:1][c:2]1[cH:3][cH:4][cH:5][cH:6][cH:7]1>>[O:1]([c:2]1[cH:3][cH:4][cH:5][cH:6][cH:7]1)[c:20]1[n:19][c:18](-[c:13]2[cH:12][c:11]([Cl:10])[cH:16][c:15]([Cl:17])[cH:14]2)[c:23]([C:24](=[O:25])[NH:26][CH2:27][CH2:28][CH2:29][c:30]2[cH:31][cH:32][cH:33][cH:34][cH:35]2)[c:22]([CH3:36])[n:21]1. Starting materials: CC(=O)OC(C)=O, CC(=O)O, O=c1[nH]c2cc(C(F)(F)F)ccc2n1-c1cc(Cl)cc(Br)c1O, [K+], O=[N+]([O-])[O-], O, O=S(=O)(O)O. Yields the product O=c1[nH]c2cc(C(F)(F)F)c([N+](=O)[O-])cc2n1-c1cc(Cl)cc(Br)c1O. Reaction SMILES: [CH3:24][C:25]([O:26][C:27](=[O:28])[CH3:29])=[O:30].[CH3:37][C:38](=[O:39])[OH:40].[Cl:1][c:2]1[cH:3][c:4]([Br:23])[c:5]([OH:22])[c:6](-[n:8]2[c:9](=[O:21])[nH:10][c:11]3[c:12]2[cH:13][cH:14][c:15]([C:17]([F:18])([F:19])[F:20])[cH:16]3)[cH:7]1.[K+:31].[O-:32][N+:33]([O-:34])=[O:35].[OH2:36].[S:41](=[O:42])(=[O:43])([OH:44])[OH:45]>>[Cl:1][c:2]1[cH:3][c:4]([Br:23])[c:5]([OH:22])[c:6](-[n:8]2[c:9](=[O:21])[nH:10][c:11]3[c:12]2[cH:13][c:14]([N+:33](=[O:32])[O-:34])[c:15]([C:17]([F:18])([F:19])[F:20])[cH:16]3)[cH:7]1. Reactants: C1(CC1)C=1C(=CC(=C(C(=O)O)C1)F)OCC1(CCCCC1)C(F)(F)F (5-cyclopropyl-2-fluoro-4-((1-(trifluoromethyl)cyclohexyl)methoxy)-benzoic acid), COCCS(=O)(=O)N (2-methoxyethanesulfonamide), C1(CC1)C=1C(=CC(=C(C(=O)O)C1)F)OCC1(CCC(CC1)(F)F)C (5-cyclopropyl-4-((4,4-difluoro-1-methylcyclohexyl)methoxy)-2-fluorobenzoic acid), CS(=O)(=O)N (methanesulfonamide). Product: C1(CC1)C=1C(=CC(=C(C(=O)NS(=O)(=O)CCOC)C1)F)OCC1(CCC(CC1)(F)F)C (5-cyclopropyl-4-((4,4-difluoro-1-methylcyclohexyl)methoxy)-2-fluoro-N-((2-methoxyethyl)sulfonyl)benzamide). Reaction SMILES: C1(C2C(OCC3(C(F)(F)F)CCCCC3)=CC(F)=C(C=2)C(O)=O)CC1.[CH:26]1([C:29]2[C:30]([O:39][CH2:40][C:41]3([CH3:49])[CH2:46][CH2:45][C:44]([F:48])([F:47])[CH2:43][CH2:42]3)=[CH:31][C:32]([F:38])=[C:33]([CH:37]=2)[C:34]([OH:36])=O)[CH2:28][CH2:27]1.CS(N)(=O)=O.[CH3:55][O:56][CH2:57][CH2:58][S:59]([NH2:62])(=[O:61])=[O:60]>>[CH:26]1([C:29]2[C:30]([O:39][CH2:40][C:41]3([CH3:49])[CH2:42][CH2:43][C:44]([F:48])([F:47])[CH2:45][CH2:46]3)=[CH:31][C:32]([F:38])=[C:33]([CH:37]=2)[C:34]([NH:62][S:59]([CH2:58][CH2:57][O:56][CH3:55])(=[O:61])=[O:60])=[O:36])[CH2:27][CH2:28]1. Reported procedure: Following the procedure as described in Example 158 step 5, and making variations as required to replace 5-cyclopropyl-2-fluoro-4-((1-(trifluoromethyl)cyclohexyl)methoxy)-benzoic acid with 5-cyclopropyl-4-((4,4-difluoro-1-methylcyclohexyl)methoxy)-2-fluorobenzoic acid and to replace methanesulfonamide with 2-methoxyethanesulfonamide, the title compound was obtained (0.162 g, 55%) as a colorless solid: 1H NMR (300 MHz, CDCl3) δ 8.72-8.57 (m, 1H), 7.68-7.55 (m, 1H), 6.63-6.51 (m, 1H), 3.94-3.70 (m... Reactants: S1C=CC=2CNCC(C21)O (4,5,6,7-tetrahydrothieno[3,2-c]pyridin-7-ol), ClC=1C=C(C=CC1Cl)F (3,4-dichloro-1-fluorobenzene). The product is ClC=1C=C(C=CC1Cl)OC1C2=C(CNC1)C=CS2 (7-(3,4-Dichlorophenyloxy)-4,5,6,7-tetrahydrothieno[3,2-c]pyridine). Reaction SMILES: [S:1]1[C:9]2[CH:8]([OH:10])[CH2:7][NH:6][CH2:5][C:4]=2[CH:3]=[CH:2]1.[Cl:11][C:12]1[CH:13]=[C:14](F)[CH:15]=[CH:16][C:17]=1[Cl:18]>>[Cl:11][C:12]1[CH:13]=[C:14]([O:10][CH:8]2[CH2:7][NH:6][CH2:5][C:4]3[CH:3]=[CH:2][S:1][C:9]2=3)[CH:15]=[CH:16][C:17]=1[Cl:18]. Procedure details: The same method as in Example 1 was conducted using 4,5,6,7-tetrahydrothieno[3,2-c]pyridin-7-ol (Reference Example 13) instead of 6-methyl-4,5,6,7-tetrahydrothieno[2,3-c]pyridin-4-ol (Reference Example 6) and was conducted using 3,4-dichloro-1-fluorobenzene instead of 1-fluoronaphthalene to give the objective compound. Product: NC=1OC(=C(C1C#N)C1=CC=CC=C1)C1=CC=CC=C1 (2-Amino-4,5-diphenylfuran-3-carbonitrile). Run at time 16 hour. Procedure details: Diethylamine (13.8 g) was added dropwise over a period of 30 min to a mixture of benzoin (10 g) and malononitrile (3.8 g) in DMF (30 ml) at 0° C. (the internal temperature should not exceed 40° C.). After the resulting mixture was stirred at room temperature for 16 h, water (100 mL) was added. The resulting precipitate was filtered, washed with sufficient amount of water, then with hexanes, and dried. The solid was recrystallized from ethanol to provide yellowish-brown solid product of the title... Reaction SMILES: C(NCC)C.[C:6]1([C:12]([CH:14]([C:16]2[CH:21]=[CH:20][CH:19]=[CH:18][CH:17]=2)O)=[O:13])[CH:11]=[CH:10][CH:9]=[CH:8][CH:7]=1.[C:22](#[N:26])[CH2:23][C:24]#[N:25].O>CN(C=O)C>[NH2:26][C:22]1[O:13][C:12]([C:6]2[CH:11]=[CH:10][CH:9]=[CH:8][CH:7]=2)=[C:14]([C:16]2[CH:21]=[CH:20][CH:19]=[CH:18][CH:17]=2)[C:23]=1[C:24]#[N:25]. Reactants: O (water), C(C)NCC (Diethylamine), C1(=CC=CC=C1)C(=O)C(O)C1=CC=CC=C1 (benzoin), C(CC#N)#N (malononitrile). The solvent is CN(C)C=O (DMF). Isolated yield 48.9%. Reactants: CO, CC(C)N(C)C1CCC(N2CCC(NC(=O)OCc3ccccc3)C2=O)C(NC=O)C1. Product: CC(C)N(C)C1CCC(N2CCC(N)C2=O)C(NC=O)C1. RXN SMILES: [CH3:32][OH:33].[CH:1](=[O:2])[NH:3][CH:4]1[CH:5]([N:15]2[C:16](=[O:31])[CH:17]([NH:20][C:21](=[O:22])[O:23][CH2:24][c:25]3[cH:26][cH:27][cH:28][cH:29][cH:30]3)[CH2:18][CH2:19]2)[CH2:6][CH2:7][CH:8]([N:10]([CH3:11])[CH:12]([CH3:13])[CH3:14])[CH2:9]1>>[CH:1](=[O:2])[NH:3][CH:4]1[CH:5]([N:15]2[C:16](=[O:31])[CH:17]([NH2:20])[CH2:18][CH2:19]2)[CH2:6][CH2:7][CH:8]([N:10]([CH3:11])[CH:12]([CH3:13])[CH3:14])[CH2:9]1. The reactants are C1(=CC=CC=C1)C1=NNC=N1 (3-phenyl-1H-1,2,4-triazole), ClCCC(=O)O (3-chloropropionic acid), [OH-].[Na+] (sodium hydroxide), ClCCC(=O)O (3-chloropropanoic acid), [OH-].[Na+] (sodium hydroxide), solid, Cl (Hydrochloric acid). The solvent is O (water). Conditions: temperature 115 celsius, time 66 hour. Product: C1(=CC=CC=C1)C1=NN(C=N1)CCC(=O)O (3-(3-Phenyl-1H-1,2,4-triazol-1-yl)propionoic acid). As a reaction SMILES: [C:1]1([C:7]2[N:11]=[CH:10][NH:9][N:8]=2)[CH:6]=[CH:5][CH:4]=[CH:3][CH:2]=1.Cl[CH2:13][CH2:14][C:15]([OH:17])=[O:16].[OH-].[Na+].Cl>O>[C:1]1([C:7]2[N:11]=[CH:10][N:9]([CH2:13][CH2:14][C:15]([OH:17])=[O:16])[N:8]=2)[CH:2]=[CH:3][CH:4]=[CH:5][CH:6]=1 |f:2.3|. Reported procedure: A mixture of 3-phenyl-1H-1,2,4-triazole (1.46 g, 9.05 mmol), 3-chloropropionic acid (1.08 g, 9.96 mmol) and sodium hydroxide (2M, 9.05 mL, 18.1 mmol) in water (3 mL) was heated to 115° C. and stirred for 66 h. Another 0.5 equivalents of each 3-chloropropanoic acid and sodium hydroxide were added (pH increase to 11) and stirring was continued for another 24 h. Hydrochloric acid (2M, 10 mL) was added, the suspension was filtered and extracted with dichloromethane. The product was obtained after pu...